From a dataset of the Open Reaction Database (ORD), a public repository of structured organic reaction records. describe an organic reaction: reactants, conditions, products, and yield Starting materials: ClC1(C(C2=C(N(C3=C1C=CC=C3)C(=O)N)C=CC=C2)Cl)Cl (10,11-dihydro-10,10,11-trichloro-5H-dibenz[b,f]azepine-5-carboxamide), N12CCCN=CC2CCCC1 (1,5-diazabicyclo[5.4.0]undec-5-ene), O (water). Solvent: CN(C=O)C (dimethyl formamide). Reaction conditions: time 1 hour. Product: ClC1=C(C2=C(N(C3=C1C=CC=C3)C(=O)N)C=CC=C2)Cl (10,11-dichloro-5H-dibenz[b,f]azepine-5-carboxamide). RXN SMILES: [Cl:1][C:2]1(Cl)[C:8]2[CH:9]=[CH:10][CH:11]=[CH:12][C:7]=2[N:6]([C:13]([NH2:15])=[O:14])[C:5]2[CH:16]=[CH:17][CH:18]=[CH:19][C:4]=2[CH:3]1[Cl:20].N12CCCCC1C=NCCC2.O>CN(C)C=O>[Cl:1][C:2]1[C:8]2[CH:9]=[CH:10][CH:11]=[CH:12][C:7]=2[N:6]([C:13]([NH2:15])=[O:14])[C:5]2[CH:16]=[CH:17][CH:18]=[CH:19][C:4]=2[C:3]=1[Cl:20]. Procedure details: A solution of 8.33 g of crude 10,11-dihydro-10,10,11-trichloro-5H-dibenz[b,f]azepine-5-carboxamide in 35 ml of dimethyl formamide is treated at 0°-10° C with 9.1 ml (0.61 mole) of 1,5-diazabicyclo[5.4.0]undec-5-ene and stirred for 1 hour at room temperature. The brown solution is then poured into a mixture of water and ice and the resultant suspension is extracted with ethyl acetate. The organic phase is washed with saturated sodium chloride solution, dried over magnesium sulphate and concentrat... The reactants are CC1(C=2C(=CC(=CC2C(CC1)(C)C)[Se]C#CC1=CC=C(C(=O)OC)C=C1)OCC1=CC=C(C=C1)Cl)C (methyl 4-[5,5,8,8-tetramethyl-4-(4-chlorobenzyloxy)-5,6,7,8-tetrahydro-2-naphthylselanylethynyl]benzoate), [OH-].[Na+] (sodium hydroxide). Product: ClC1=CC=C(COC2=CC(=CC=3C(CCC(C23)(C)C)(C)C)[Se]C#CC2=CC=C(C(=O)O)C=C2)C=C1 (4-[4-(4-chlorobenzyloxy)-5,5,8,8-tetramethyl-5,6,7,8-tetrahydro-2-naphthylselanylethynyl]benzoic acid). Reaction SMILES: [CH3:1][C:2]1([CH3:36])[CH2:11][CH2:10][C:9]([CH3:13])([CH3:12])[C:8]2[CH:7]=[C:6]([Se:14][C:15]#[C:16][C:17]3[CH:26]=[CH:25][C:20]([C:21]([O:23]C)=[O:22])=[CH:19][CH:18]=3)[CH:5]=[C:4]([O:27][CH2:28][C:29]3[CH:34]=[CH:33][C:32]([Cl:35])=[CH:31][CH:30]=3)[C:3]1=2.[OH-].[Na+]>>[Cl:35][C:32]1[CH:31]=[CH:30][C:29]([CH2:28][O:27][C:4]2[C:3]3[C:2]([CH3:1])([CH3:36])[CH2:11][CH2:10][C:9]([CH3:13])([CH3:12])[C:8]=3[CH:7]=[C:6]([Se:14][C:15]#[C:16][C:17]3[CH:26]=[CH:25][C:20]([C:21]([OH:23])=[O:22])=[CH:19][CH:18]=3)[CH:5]=2)=[CH:34][CH:33]=1 |f:1.2|. Procedure: In a manner similar to that of Example 1g, by reacting 300 mg (0.5 mmol) of methyl 4-[5,5,8,8-tetramethyl-4-(4-chlorobenzyloxy)-5,6,7,8-tetrahydro-2-naphthylselanylethynyl]benzoate with 110 mg of sodium hydroxide. A white crystallized solid is obtained (m=210 mg; yield=72%, m.p.=255° C.). Run in CN(C=O)C (N,N-dimethylformamide). Yields the product C(C)OC(=O)[C@]1([C@@H]2[C@]([C@@H]2C[C@@H]1O)(C(=O)OCC)F)N=[N+]=[N-] ((1R,2R,3S,5R,6R)-2-azido-6-fluoro-3-hydroxy-bicyclo[3.1.0]hexane-2,6-dicarboxylic acid 2,6-diethyl ester). RXN SMILES: N([O-])=O.[K+].C1OCCOCCOCCOCCOCCOC1.[CH2:23]([O:25][C:26]([C@:28]1([N:48]=[N+:49]=[N-:50])[C@H:33]([O:34]S(C(F)(F)F)(=O)=O)[CH2:32][C@@H:31]2[C@H:29]1[C@@:30]2([F:47])[C:42]([O:44][CH2:45][CH3:46])=[O:43])=[O:27])[CH3:24].O>CN(C)C=O>[CH2:23]([O:25][C:26]([C@:28]1([N:48]=[N+:49]=[N-:50])[C@@H:33]([OH:34])[CH2:32][C@@H:31]2[C@H:29]1[C@@:30]2([F:47])[C:42]([O:44][CH2:45][CH3:46])=[O:43])=[O:27])[CH3:24] |f:0.1|. Procedure details: 688 mg of potassium nitrite and 428 mg of 18-crown 6-ether was added to 701 mg of (1R,2R,3R,5R,6R)-2-azido-6-fluoro-3-trifluoromethanesulfonyloxy-bicyclo[3.1.0]hexane-2,6-dicarboxylic acid diethyl ester dissolved in 6.9 mL of N,N-dimethylformamide, and the mixture was stirred for 1.5 days at room temperature and further stirred for 3.5 days at 45° C., under a nitrogen atmosphere. Water was added thereto, and the mixture was extracted twice with ethyl acetate. The organic layers were combined, wa... Isolated yield 79.6%. Reaction conditions: time 1.5 day. Reactants: N(=O)[O-].[K+] (potassium nitrite), C1COCCOCCOCCOCCOCCO1 (18-crown 6-ether), C(C)OC(=O)[C@]1([C@@H]2[C@]([C@@H]2C[C@H]1OS(=O)(=O)C(F)(F)F)(C(=O)OCC)F)N=[N+]=[N-] ((1R,2R,3R,5R,6R)-2-azido-6-fluoro-3-trifluoromethanesulfonyloxy-bicyclo[3.1.0]hexane-2,6-dicarboxylic acid diethyl ester), O (Water). Starting materials: (E)-3-(4-bromophenyl)-1-((S)-2-((pyrrolidin-1-yl)methyl)pyrrolidin-1-yl)propenone, C(#N)C1=CC=C(/C=C/C(=O)O)C=C1 ((E)-4-cyanocinnamic acid), N1[C@@H](CCC1)CN1CCCCC1 (1-(((S)-pyrrolidin-2-yl)methyl)piperidine). The product is O=C(/C=C/C1=CC=C(C#N)C=C1)N1[C@@H](CCC1)CN1CCCCC1 (4-[(E)-3-Oxo-3-((S)-2-((piperidin-1-yl)methyl)pyrrolidin-1-yl)propenyl]benzonitrile). RXN SMILES: [C:1]([C:3]1[CH:13]=[CH:12][C:6](/[CH:7]=[CH:8]/[C:9]([OH:11])=O)=[CH:5][CH:4]=1)#[N:2].[NH:14]1[CH2:18][CH2:17][CH2:16][C@H:15]1[CH2:19][N:20]1[CH2:25][CH2:24][CH2:23][CH2:22][CH2:21]1>>[O:11]=[C:9]([N:14]1[CH2:18][CH2:17][CH2:16][C@H:15]1[CH2:19][N:20]1[CH2:25][CH2:24][CH2:23][CH2:22][CH2:21]1)/[CH:8]=[CH:7]/[C:6]1[CH:5]=[CH:4][C:3]([C:1]#[N:2])=[CH:13][CH:12]=1. Reported procedure: 150 mg of the title compound were synthesized as described for (E)-3-(4-bromophenyl)-1-((S)-2-((pyrrolidin-1-yl)methyl)pyrrolidin-1-yl)propenone, using (E)-4-cyanocinnamic acid instead of (E)-4-bromocinnamic acid and 1-(((S)-pyrrolidin-2-yl)methyl)piperidine instead of (S)-2-((pyrrolidin-1-yl)methyl)pyrrolidine. Starting materials: C(C(C)C)OC1=C(CN(C(C=C)=O)C)C=CC=C1OC (N-(2-isobutoxy-3-methoxybenzyl)-N-methylacrylamide), CC1=C(C=CC=C1)P(C2=C(C=CC=C2)C)C3=C(C=CC=C3)C (P(o-tol)3), C(C)(C)N(CC)C(C)C (diisopropylethylamine), BrC1=CC2=C(NC(CNC2)=O)N=C1 (7-bromo-1,3,4,5-tetrahydro-pyrido[2,3-e][1,4]diazepin-2-one). Reagents/catalysts: CC(=O)[O-].CC(=O)[O-].[Pd+2] (Pd(OAc)2). The solvent is C(CC)#N (propionitrile), CN(C)C=O (DMF). Product: C(C(C)C)OC1=C(CN(C(\C=C\C2=CC3=C(NC(CNC3)=O)N=C2)=O)C)C=CC=C1OC ((E)-N-(2-Isobutoxy-3-methoxybenzyl)-N-methyl-3-(2-oxo-2,3,4,5-tetrahydro-1H-pyrido[2,3-e][1,4]diazepin-7-yl)acrylamide). The yield is 21.3%. Reaction SMILES: [CH2:1]([O:5][C:6]1[C:18]([O:19][CH3:20])=[CH:17][CH:16]=[CH:15][C:7]=1[CH2:8][N:9]([CH3:14])[C:10](=[O:13])[CH:11]=[CH2:12])[CH:2]([CH3:4])[CH3:3].C(N(C(C)C)CC)(C)C.Br[C:31]1[CH:42]=[N:41][C:34]2[NH:35][C:36](=[O:40])[CH2:37][NH:38][CH2:39][C:33]=2[CH:32]=1.CC1C=CC=CC=1P(C1C=CC=CC=1C)C1C=CC=CC=1C>C(#N)CC.CN(C=O)C.CC([O-])=O.CC([O-])=O.[Pd+2]>[CH2:1]([O:5][C:6]1[C:18]([O:19][CH3:20])=[CH:17][CH:16]=[CH:15][C:7]=1[CH2:8][N:9]([CH3:14])[C:10](=[O:13])/[CH:11]=[CH:12]/[C:31]1[CH:42]=[N:41][C:34]2[NH:35][C:36](=[O:40])[CH2:37][NH:38][CH2:39][C:33]=2[CH:32]=1)[CH:2]([CH3:3])[CH3:4] |f:6.7.8|. Reported procedure: A solution of N-(2-isobutoxy-3-methoxybenzyl)-N-methylacrylamide (0.387 g, 1.40 mmol) in propionitrile (5 mL) and DMF (1 mL) was deoxygenated with Ar for 20 min. Then treated with diisopropylethylamine (0.39 mL, 2.25 mmol) and 7-bromo-1,3,4,5-tetrahydro-pyrido[2,3-e][1,4]diazepin-2-one (0.300 g, 1.07 mmol). The solution was deoxygenated with Ar for 20 min. Then Pd(OAc)2 (0.024 g, 0.10 mmol) and P(o-tol)3 (0.065 g, 0.21 mmol) were added and the solution deoxygenated with Ar for 20 min. The soluti... Reactants: C(C)(C)(C)OC(=O)NCC1=NC=C(C2=CC(=C(C=C12)OC)OC)CC(=O)O ([1-(tert-butoxycarbonylamino-methyl)-6,7-dimethoxy-isoquinolin-4-yl]-acetic acid), CNCC=1C=NC=CC1 (methyl-pyridin-3-ylmethyl-amine). The product is C(C)(C)(C)OC(NCC1=NC=C(C2=CC(=C(C=C12)OC)OC)CC(N(CC=1C=NC=CC1)C)=O)=O ({6,7-dimethoxy-4-[(methyl-pyridin-3-ylmethyl-carbamoyl)-methyl]-isoquinolin-1-ylmethyl}-carbamic acid tert-butyl ester). As a reaction SMILES: [C:1]([O:5][C:6]([NH:8][CH2:9][C:10]1[C:19]2[C:14](=[CH:15][C:16]([O:22][CH3:23])=[C:17]([O:20][CH3:21])[CH:18]=2)[C:13]([CH2:24][C:25]([OH:27])=O)=[CH:12][N:11]=1)=[O:7])([CH3:4])([CH3:3])[CH3:2].[CH3:28][NH:29][CH2:30][C:31]1[CH:32]=[N:33][CH:34]=[CH:35][CH:36]=1>>[C:1]([O:5][C:6](=[O:7])[NH:8][CH2:9][C:10]1[C:19]2[C:14](=[CH:15][C:16]([O:22][CH3:23])=[C:17]([O:20][CH3:21])[CH:18]=2)[C:13]([CH2:24][C:25](=[O:27])[N:29]([CH3:28])[CH2:30][C:31]2[CH:32]=[N:33][CH:34]=[CH:35][CH:36]=2)=[CH:12][N:11]=1)([CH3:3])([CH3:2])[CH3:4]. Reported procedure: As described in Example 1, 94 mg of [1-(tert-butoxycarbonylamino-methyl)-6,7-dimethoxy-isoquinolin-4-yl]-acetic acid was coupled with methyl-pyridin-3-ylmethyl-amine to give {6,7-dimethoxy-4-[(methyl-pyridin-3-ylmethyl-carbamoyl)-methyl]-isoquinolin-1-ylmethyl}-carbamic acid tert-butyl ester. MS: APCI (M+H) calc'd for C26H32N4O5+H 481.6; found 481.0.